Dataset: the Open Reaction Database (ORD), a public repository of structured organic reaction records. Task: describe an organic reaction: reactants, conditions, products, and yield Reactants: C1(=CC=CC=C1)CCN1CCC(CC1)C(=O)C1=CC(=CC=C1)C(F)(F)F ([1-(2-phenylethyl)-4-piperidinyl][3-(trifluoromethyl)-phenyl]-methanone), [BH4-].[Na+] (sodium borohydride). The solvent is CO (methanol). Conditions: time 4 hour. Yields the product C1(=CC=CC=C1)CCN1CCC(CC1)C(O)C1=CC(=CC=C1)C(F)(F)F (1-(2-Phenylethyl)-Alpha-[3-(Trifluoromethyl) Phenyl]-4-Piperidinemethanol). RXN SMILES: [C:1]1([CH2:7][CH2:8][N:9]2[CH2:14][CH2:13][CH:12]([C:15]([C:17]3[CH:22]=[CH:21][CH:20]=[C:19]([C:23]([F:26])([F:25])[F:24])[CH:18]=3)=[O:16])[CH2:11][CH2:10]2)[CH:6]=[CH:5][CH:4]=[CH:3][CH:2]=1.[BH4-].[Na+]>CO>[C:1]1([CH2:7][CH2:8][N:9]2[CH2:14][CH2:13][CH:12]([CH:15]([C:17]3[CH:22]=[CH:21][CH:20]=[C:19]([C:23]([F:26])([F:24])[F:25])[CH:18]=3)[OH:16])[CH2:11][CH2:10]2)[CH:6]=[CH:5][CH:4]=[CH:3][CH:2]=1 |f:1.2|. Reported procedure: To a solution of [1-(2-phenylethyl)-4-piperidinyl][3-(trifluoromethyl)-phenyl]-methanone (2.8 g, 7.75 mmol) in methanol (50 ml) cooled in an ice bath was added portionwise sodium borohydride (0.3 g, 7.75 mmol). The reaction was allowed to warm to room temperature and stirred an additional 4 h. The mixture was evaporated and the residue extracted with Et2O, washed with H2O (3×100 ml), saturated aqueous NaCl (1×100 ml), dried (Mg SO4), filtered and evaporated to give a white solid. This solid was ... Starting materials: BrC=1C=C(C(=O)OC)C=CN1 (methyl 2-bromoisonicotinate), N1N=CC=C1 (1H-pyrazole), CN[C@H]1[C@@H](CCCC1)NC (trans-N,N′-dimethylcyclohexane-1,2-diamine), C(=O)([O-])[O-].[K+].[K+] (K2CO3). The reagents and catalysts are [Cu]I (CuI). Solvent: C1(=CC=CC=C1)C (toluene), O (water). Yields the product N1(N=CC=C1)C=1C=C(C(=O)OC)C=CN1 (methyl 2-(1H-pyrazol-1-yl)isonicotinate). As a reaction SMILES: Br[C:2]1[CH:3]=[C:4]([CH:9]=[CH:10][N:11]=1)[C:5]([O:7][CH3:8])=[O:6].[NH:12]1[CH:16]=[CH:15][CH:14]=[N:13]1.CN[C@@H]1CCCC[C@H]1NC.C([O-])([O-])=O.[K+].[K+]>C1(C)C=CC=CC=1.[Cu]I.O>[N:12]1([C:2]2[CH:3]=[C:4]([CH:9]=[CH:10][N:11]=2)[C:5]([O:7][CH3:8])=[O:6])[CH:16]=[CH:15][CH:14]=[N:13]1 |f:3.4.5|. Procedure details: A mixture of commercially available methyl 2-bromoisonicotinate (500 mg; 2.31 mmol), 1H-pyrazole (157 mg; 2.31 mmol), trans-N,N′-dimethylcyclohexane-1,2-diamine (67 mg; 0.46 mmol), K2CO3 (685 mg; 4.86 mmol), and CuI (22 mg; 0.11 mmol) in anh. toluene (8 ml) was heated at reflux for 16 h. After cooling to rt, water was added, and the mixture was extracted with AcOEt. The mixed organic layers were dried over anh. MgSO4, filtered, and concentrated to dryness under reduced pressure. Purification by ... Starting materials: C(CCCCC)[Mg]Br (n-hexyl magnesium bromide), CCCCCC (hexane), [Cl-].[NH4+] (ammonium chloride), CCCCCC (hexane), C(C1=CC=CC=C1)OC=1C=C(C=CC1)C(C)(C)Cl (2-(3-benzyloxyphenyl)-2-chloropropane). Solvent: CCOCC (ether). Run at time 5 minute. Yields the product C(C1=CC=CC=C1)OC1=CC(=CC=C1)C(CCCCCC)(C)C (1-Benzyloxy-3-(1,1-dimethylheptyl)benzene). Yield: 35.0%. RXN SMILES: [CH2:1]([Mg]Br)[CH2:2][CH2:3][CH2:4][CH2:5][CH3:6].[CH3:9][CH2:10][CH2:11][CH2:12][CH2:13][CH3:14].[CH2:15]([O:22][C:23]1[CH:24]=[C:25]([C:29](Cl)([CH3:31])[CH3:30])[CH:26]=[CH:27][CH:28]=1)C1C=CC=CC=1.[Cl-].[NH4+]>CCOCC>[CH2:15]([O:22][C:23]1[CH:28]=[CH:27][CH:26]=[C:25]([C:29]([CH3:30])([CH3:31])[CH2:1][CH2:2][CH2:3][CH2:4][CH2:5][CH3:6])[CH:24]=1)[C:11]1[CH:10]=[CH:9][CH:14]=[CH:13][CH:12]=1 |f:3.4|. Procedure: To a 0° C. mixture of 10.1 mmole of n-hexyl magnesium bromide in 5 ml. of hexane is added dropwise a solution of 2.0 g. (7.69 mmole) of 2-(3-benzyloxyphenyl)-2-chloropropane in 14 ml. of hexane. The reaction mixture is stirred 5 minutes longer and then added to 500 ml. of saturated ammonium chloride and 300 ml. ether. The organic extract is dried over magnesium sulfate and evaporated to an oil. The oil is purified via column chromatography on 150 g. of silica gel eluted with hexane to yield 841 ... Run in C(C)O (ethanol). The reactants are Cl (Hydrochloric acid), O1C(=CC=C1)C=1OC(=C(N1)COC1=CC=C(C=N1)COC1=NN(C=C1CC(=O)OC)C)C (methyl [3-[6-[2-(2-furyl)-5-methyl-4-oxazolylmethoxy]-3-pyridylmethoxy]-1-methyl-1H-pyrazol-4-yl]acetate), [OH-].[Na+] (sodium hydroxide), O1CCCC1 (tetrahydrofuran). The product is O1C(=CC=C1)C=1OC(=C(N1)COC1=CC=C(C=N1)COC1=NN(C=C1CC(=O)O)C)C ([3-[6-[2-(2-furyl)-5-methyl-4-oxazolylmethoxy]-3-pyridylmethoxy]-1-methyl-1H-pyrazol-4-yl]acetic acid). As a reaction SMILES: [O:1]1[CH:5]=[CH:4][CH:3]=[C:2]1[C:6]1[O:7][C:8]([CH3:32])=[C:9]([CH2:11][O:12][C:13]2[N:18]=[CH:17][C:16]([CH2:19][O:20][C:21]3[C:25]([CH2:26][C:27]([O:29]C)=[O:28])=[CH:24][N:23]([CH3:31])[N:22]=3)=[CH:15][CH:14]=2)[N:10]=1.[OH-].[Na+].O1CCCC1.Cl>C(O)C>[O:1]1[CH:5]=[CH:4][CH:3]=[C:2]1[C:6]1[O:7][C:8]([CH3:32])=[C:9]([CH2:11][O:12][C:13]2[N:18]=[CH:17][C:16]([CH2:19][O:20][C:21]3[C:25]([CH2:26][C:27]([OH:29])=[O:28])=[CH:24][N:23]([CH3:31])[N:22]=3)=[CH:15][CH:14]=2)[N:10]=1 |f:1.2|. Isolated yield 96.2%. Procedure: A mixture of methyl [3-[6-[2-(2-furyl)-5-methyl-4-oxazolylmethoxy]-3-pyridylmethoxy]-1-methyl-1H-pyrazol-4-yl]acetate (623 mg), 1N aqueous sodium hydroxide solution (3 ml), tetrahydrofuran (6 ml) and ethanol (6 ml) was stirred at room temperature for 2 hrs. 1N Hydrochloric acid (3 ml) was added to the reaction mixture and the mixture was extracted with ethyl acetate. The ethyl acetate layer was washed with saturated brine, dried (MgSO4) and concentrated. The obtained colorless crystals were coll... Reaction conditions: time 2 hour.